From a dataset of the Open Reaction Database (ORD), a public repository of structured organic reaction records. describe an organic reaction: reactants, conditions, products, and yield Reactants: ClC=1C=C(C=C(C1)Cl)C1=NC(=CC(=N1)C1=CC=C(C=C1)C=1C=NC=CC1)C1=CC=C(C=C1)C=1C=NC=CC1 (2-(3,5-dichlorophenyl)-4,6-bis[4-(3-pyridyl)phenyl]pyrimidine), C=1(C(=CC=CC1)B(O)O)C1=CC=CC=C1 (m-biphenylboronic acid), P(=O)([O-])([O-])[O-].[K+].[K+].[K+] (potassium phosphate). Reagents/catalysts: C(C)(=O)[O-].[Pd+2].C(C)(=O)[O-] (palladium acetate). The solvent is O1CCCC1 (tetrahydrofuran). The product is N1=CC(=CC=C1)C1=CC=C(C=C1)C1=NC(=NC(=C1)C1=CC=C(C=C1)C=1C=NC=CC1)C=1C=C(C=C(C1)C=1C=C(C=CC1)C1=CC=CC=C1)C1=CC(=CC=C1)C1=CC=CC=C1 (4,6-bis[4-(3-pyridyl)phenyl]-2-(1,1′:3′,1″:3″,1″′:3″′,1″″-quinquephenyl-5″-yl)pyrimidine). RXN SMILES: Cl[C:2]1[CH:3]=[C:4]([C:9]2[N:14]=[C:13](C3C=CC(C4C=NC=CC=4)=CC=3)[CH:12]=[C:11]([C:27]3[CH:32]=[CH:31][C:30]([C:33]4[CH:34]=[N:35][CH:36]=[CH:37][CH:38]=4)=[CH:29][CH:28]=3)[N:10]=2)[CH:5]=[C:6](Cl)[CH:7]=1.[C:39]1([C:48]2[CH:53]=[CH:52][CH:51]=[CH:50][CH:49]=2)[C:40](B(O)O)=[CH:41][CH:42]=[CH:43][CH:44]=1.P([O-])([O-])([O-])=O.[K+].[K+].[K+]>O1CCCC1.C([O-])(=O)C.[Pd+2].C([O-])(=O)C>[N:35]1[CH:36]=[CH:37][CH:38]=[C:33]([C:30]2[CH:31]=[CH:32][C:27]([C:11]3[CH:12]=[C:13]([C:27]4[CH:28]=[CH:29][C:30]([C:33]5[CH:34]=[N:35][CH:36]=[CH:37][CH:38]=5)=[CH:31][CH:32]=4)[N:14]=[C:9]([C:4]4[CH:3]=[C:2]([C:41]5[CH:42]=[CH:43][CH:44]=[C:39]([C:48]6[CH:49]=[CH:50][CH:51]=[CH:52][CH:53]=6)[CH:40]=5)[CH:7]=[C:6]([C:43]5[CH:44]=[C:39]([C:48]6[CH:53]=[CH:52][CH:51]=[CH:50][CH:49]=6)[CH:40]=[CH:41][CH:42]=5)[CH:5]=4)[N:10]=3)=[CH:28][CH:29]=2)[CH:34]=1 |f:2.3.4.5,7.8.9|. Procedure details: In a stream of argon, 0.45 g (0.85 mmol) of 2-(3,5-dichlorophenyl)-4,6-bis[4-(3-pyridyl)phenyl]pyrimidine, 0.37 g (1.87 mmol) of m-biphenylboronic acid, 0.39 g (1.86 mmol) of potassium phosphate, 8 mg (0.034 mmol) of palladium acetate and 32 mg (0.068 mmol) of 2-dicyclohexylphosphino-2′,4′,6′-triisipropylbiphenyl were suspended in 20 mL of tetrahydrofuran, and the obtained suspension was heated under reflux for 66 hours. The reaction mixture was cooled to room temperature, and was then distilled... Reactants: OC=1C=CC(=C2CCCC12)N (7-hydroxy-4-amino indane), C(C)(=O)OC(C)=O (acetic anhydride). The solvent is O (water). The product is C(C)(=O)NC1=C2CCCC2=C(C=C1)O (4-acetamido-7-hydroxy indane). Reaction SMILES: [OH:1][C:2]1[CH:3]=[CH:4][C:5]([NH2:11])=[C:6]2[C:10]=1[CH2:9][CH2:8][CH2:7]2.[C:12](OC(=O)C)(=[O:14])[CH3:13]>O>[C:12]([NH:11][C:5]1[CH:4]=[CH:3][C:2]([OH:1])=[C:10]2[C:6]=1[CH2:7][CH2:8][CH2:9]2)(=[O:14])[CH3:13]. Procedure: A mixture of 25 g of 7-hydroxy-4-amino indane and of 8 ml of acetic anhydride in 400 ml of iced water was stirred for 30 minutes. After filtering, the precipitate was washed with water and ethyl ether and was recrystallized in isopropanol. The reactants are C(C)(C)(C)OC(=O)N1CCC(=CC2=C1C=CC(=C2)C2=CC=C(C=C2)OCCCOCC)C(=O)OC (methyl 1-(t-butoxycarbonyl)-7-[4-(3-ethoxypropoxy)phenyl]-2,3-dihydro-1H-1-benzazepine-4-carboxylate), Cl (hydrochloric acid), [OH-].[Na+] (sodium hydroxide). Run in C(C)(=O)OCC (ethyl acetate). Conditions: temperature 80 celsius, time 30 minute. The product is C(C)OCCCOC1=CC=C(C=C1)C=1C=CC2=C(C=C(CCN2)C(=O)OC)C1 (methyl 7-[4-(3-ethoxypropoxy)phenyl]-2,3-dihydro-1H-1-benzazepine-4-carboxylate). Isolated yield 84.2%. Reaction SMILES: C(OC([N:8]1[C:14]2[CH:15]=[CH:16][C:17]([C:19]3[CH:24]=[CH:23][C:22]([O:25][CH2:26][CH2:27][CH2:28][O:29][CH2:30][CH3:31])=[CH:21][CH:20]=3)=[CH:18][C:13]=2[CH:12]=[C:11]([C:32]([O:34][CH3:35])=[O:33])[CH2:10][CH2:9]1)=O)(C)(C)C.Cl.[OH-].[Na+]>C(OCC)(=O)C>[CH2:30]([O:29][CH2:28][CH2:27][CH2:26][O:25][C:22]1[CH:23]=[CH:24][C:19]([C:17]2[CH:16]=[CH:15][C:14]3[NH:8][CH2:9][CH2:10][C:11]([C:32]([O:34][CH3:35])=[O:33])=[CH:12][C:13]=3[CH:18]=2)=[CH:20][CH:21]=1)[CH3:31] |f:2.3|. Procedure details: In ethyl acetate (50 ml) was dissolved methyl 1-(t-butoxycarbonyl)-7-[4-(3-ethoxypropoxy)phenyl]-2,3-dihydro-1H-1-benzazepine-4-carboxylate (1.2 g). To the solution was added 6N hydrochloric acid (10 ml), and the mixture was stirred at 80° C. for 30 minutes, neutralized with 1N sodium hydroxide solution and extracted with ethyl acetate. The organic layer was washed with water and saturated brine and dried with anhydrous magnesium sulfate, and the solvent was evaporated to give methyl 7-[4-(3-eth... Starting materials: C(C)(=O)NC=1C=CC=2N3C(C=C(C13)C(=O)O)=C(C2CC)C2=CC=C(C=C2)OCC2=CC=CC=C2 (7-acetylamino-3-(4-benzyloxyphenyl)-4-ethylpyrrolo[2,1,5-cd]indolizine-1-carboxylic acid), N1=CC=CC2=CC=CC=C12 (quinoline). The reagents and catalysts are [Cu] (copper). Run at temperature 200 celsius. The product is 1.52, C(C)(=O)NC=1C=2N3C(C(=C(C3=CC1)CC)C1=CC=C(C=C1)OCC1=CC=CC=C1)=CC2 (5-Acetylamino-2-(4-benzyloxyphenyl)-1-ethylpyrrolo[2,1,5-cd]indolizine). Isolated yield 64.0%. Reaction SMILES: [C:1]([NH:4][C:5]1[CH:6]=[CH:7][C:8]2[N:9]3[C:13]=1[C:12](C(O)=O)=[CH:11][C:10]3=[C:17]([C:21]1[CH:26]=[CH:25][C:24]([O:27][CH2:28][C:29]3[CH:34]=[CH:33][CH:32]=[CH:31][CH:30]=3)=[CH:23][CH:22]=1)[C:18]=2[CH2:19][CH3:20])(=[O:3])[CH3:2].N1C2C(=CC=CC=2)C=CC=1>[Cu]>[C:1]([NH:4][C:5]1[C:13]2[N:9]3[C:8](=[CH:7][CH:6]=1)[C:18]([CH2:19][CH3:20])=[C:17]([C:21]1[CH:26]=[CH:25][C:24]([O:27][CH2:28][C:29]4[CH:34]=[CH:33][CH:32]=[CH:31][CH:30]=4)=[CH:23][CH:22]=1)[C:10]3=[CH:11][CH:12]=2)(=[O:3])[CH3:2]. Procedure: A mixture of 7-acetylamino-3-(4-benzyloxyphenyl)-4-ethylpyrrolo[2,1,5-cd]indolizine-1-carboxylic acid, copper powder (0.52 g), and 130 ml of freshly purified quinoline was heated to 200 ° C. for 2 hours in a nitrogen atmosphere. The copper catalyst was filtered off from the warm mixture. Ice (200 g) was added to the filtrates and the pH was adjusted to 1.5 by addition of a 6M hydrochloric acid solution. The resulting mixture was extracted with dichloromethane. The extract was washed with a 1M hy... The reactants are Brc1oc2ccccc2c1Br, O=C(O)C(=O)O, CCOCC, CCOC(C)=O, CN(C)C=O, O, O, O. Yields the product O=Cc1oc2ccccc2c1Br. RXN SMILES: [Br:1][c:2]1[o:3][c:4]2[c:5]([c:6]1[Br:7])[cH:8][cH:9][cH:10][cH:11]2.[C:19]([OH:20])(=[O:21])[C:22]([OH:23])=[O:24].[CH3:25][CH2:26][O:27][CH2:28][CH3:29].[CH3:31][CH2:32][O:33][C:34]([CH3:35])=[O:36].[O:12]=[CH:13][N:14]([CH3:15])[CH3:16].[OH2:17].[OH2:18].[OH2:30]>>[c:2]1([CH:13]=[O:12])[o:3][c:4]2[c:5]([c:6]1[Br:7])[cH:8][cH:9][cH:10][cH:11]2. Starting materials: O=C([O-])[O-], O=[N+]([O-])c1ccc(F)cc1, [K+], [K+], CN(C)C=O, O, Oc1ccc(Cl)cc1Cl. The product is O=[N+]([O-])c1ccc(Oc2ccc(Cl)cc2Cl)cc1. RXN SMILES: [C:11](=[O:12])([O-:13])[O-:14].[F:1][c:2]1[cH:3][cH:4][c:5]([N+:8](=[O:9])[O-:10])[cH:6][cH:7]1.[K+:15].[K+:16].[O:27]=[CH:28][N:29]([CH3:30])[CH3:31].[OH2:26].[OH:17][c:18]1[cH:19][cH:20][c:21]([Cl:22])[cH:23][c:24]1[Cl:25]>>[c:2]1([O:17][c:18]2[cH:19][cH:20][c:21]([Cl:22])[cH:23][c:24]2[Cl:25])[cH:3][cH:4][c:5]([N+:8](=[O:9])[O-:10])[cH:6][cH:7]1.